From a dataset of the Open Reaction Database (ORD), a public repository of structured organic reaction records. describe an organic reaction: reactants, conditions, products, and yield The reactants are C(C)OC=C(C(=O)OCC)C#N (ethyl ethoxymethylenecyanoacetate), Cl.ClC1=CC=C(C=C1)NN (4-chlorophenylhydrazine hydrochloride), C(Cl)(Cl)Cl (CHCl3). The solvent is C(C)O (ethanol). Product: NC1=C(C=NN1C1=CC=C(C=C1)Cl)C(=O)OCC (ethyl 5-amino-1-(4-chlorophenyl)-1H-pyrazole-4-carboxylate). Isolated yield 47.8%. RXN SMILES: C(O[CH:4]=[C:5]([C:11]#[N:12])[C:6]([O:8][CH2:9][CH3:10])=[O:7])C.Cl.[Cl:14][C:15]1[CH:20]=[CH:19][C:18]([NH:21][NH2:22])=[CH:17][CH:16]=1.C(Cl)(Cl)Cl>C(O)C>[NH2:12][C:11]1[N:21]([C:18]2[CH:19]=[CH:20][C:15]([Cl:14])=[CH:16][CH:17]=2)[N:22]=[CH:4][C:5]=1[C:6]([O:8][CH2:9][CH3:10])=[O:7] |f:1.2|. Procedure details: A solution of ethyl ethoxymethylenecyanoacetate (3 g, 17.7 mmol) and 4-chlorophenylhydrazine hydrochloride (3.33 g, 18.6 mmol) in ethanol (60 mL) was refluxed for 2 days, following the procedure described in Schmidt, P. et al. Helv.Chim.Acta, 1959, 349. The reaction mixture was then allowed to cool to room temperature, whereupon a precipitate was formed. Cold CHCl3 was added, the precipitate was filtered and washed with more CHCl3. The filtrate and the washings were evaporated to dryness, precip... The reactants are CCOC(=O)N1CCC(=O)CC1, [Cl-], [NH4+], [NH4+], N#C[Na], [OH-], O. The product is CCOC(=O)N1CCC(N)(C#N)CC1. RXN SMILES: [C:1](=[O:2])([O:3][CH2:4][CH3:5])[N:6]1[CH2:7][CH2:8][C:9](=[O:12])[CH2:10][CH2:11]1.[Cl-:16].[NH4+:17].[NH4+:18].[Na:13][C:14]#[N:15].[OH-:19].[OH2:20]>>[C:1](=[O:2])([O:3][CH2:4][CH3:5])[N:6]1[CH2:7][CH2:8][C:9]([C:14]#[N:15])([NH2:17])[CH2:10][CH2:11]1. Reaction SMILES: [ClH:28].[Na+:27].[O:1]=[C:2]1[CH:3]([C:21]([O:22][CH2:23][CH3:24])=[O:25])[CH2:4][N:5]([c:8]2[cH:9][cH:10][c:11]([O:14][CH2:15][CH2:16][CH2:17][CH2:18][CH2:19][CH3:20])[cH:12][cH:13]2)[CH2:6][CH2:7]1.[OH-:26]>>[O:1]=[C:2]1[CH2:3][CH2:4][N:5]([c:8]2[cH:9][cH:10][c:11]([O:14][CH2:15][CH2:16][CH2:17][CH2:18][CH2:19][CH3:20])[cH:12][cH:13]2)[CH2:6][CH2:7]1. The reactants are Cl, [Na+], CCCCCCOc1ccc(N2CCC(=O)C(C(=O)OCC)C2)cc1, [OH-]. Product: CCCCCCOc1ccc(N2CCC(=O)CC2)cc1. Reactants: C(C)N1C(NC(C=2N(C=NC12)CC)=O)=O (3,7-diethylxanthine), ClCCCCC(C)(C)O (1-chloro-5-hydroxy-5-methylhexane). Yields the product C(C)N1C(N(C(C=2N(C=NC12)CC)=O)CCCCC(C)(C)O)=O (3,7-Diethyl-1-(5-hydroxy-5-methylhexyl)-xanthine). Reaction SMILES: [CH2:1]([N:3]1[C:11]2[N:10]=[CH:9][N:8]([CH2:12][CH3:13])[C:7]=2[C:6](=[O:14])[NH:5][C:4]1=[O:15])[CH3:2].Cl[CH2:17][CH2:18][CH2:19][CH2:20][C:21]([OH:24])([CH3:23])[CH3:22]>>[CH2:1]([N:3]1[C:11]2[N:10]=[CH:9][N:8]([CH2:12][CH3:13])[C:7]=2[C:6](=[O:14])[N:5]([CH2:17][CH2:18][CH2:19][CH2:20][C:21]([OH:24])([CH3:23])[CH3:22])[C:4]1=[O:15])[CH3:2]. Procedure details: This compound was obtained according to the method described in Example 1 starting from 3,7-diethylxanthine and 1-chloro-5-hydroxy-5-methylhexane and recrystallizing the final product from diisopropylether. Reactants: C(C)N1C(=NN=C1)C1=CC=NC=C1 (4-(4-Ethyl-4H-[1,2,4]triazol-3-yl)-pyridine), FC=1C=C(C=C(C1)F)C=1N(C(NN1)=S)C (5-(3,5-Difluoro-phenyl)-4-methyl-2,4-dihydro-[1,2,4]triazole-3-thione), C(C)N1C(=NN=C1C1=CC=NC=C1)CO ((4-ethyl-5-pyridin-4-yl-4H-[1,2,4]triazol-3-yl)-methanol), C(C)N1C(=NN=C1C1=CC=NC=C1)C=O (4-ethyl-5-pyridin-4-yl-4H-[1,2,4]triazole-3-carbaldehyde). Yields the product FC=1C=C(C=C(C1)F)C=1N(C(=NN1)C=O)C (5-(3,5-Difluoro-phenyl)-4-methyl-4H-[1,2,4]triazole-3-carbaldehyde). As a reaction SMILES: C(N1C=NN=C1C1C=CN=CC=1)C.C(N1C(C2C=CN=CC=2)=NN=C1[CH2:27][OH:28])C.C(N1C(C2C=CN=CC=2)=NN=C1C=O)C.[F:44][C:45]1[CH:46]=[C:47]([C:52]2[N:53]([CH3:58])[C:54](=S)[NH:55][N:56]=2)[CH:48]=[C:49]([F:51])[CH:50]=1>>[F:44][C:45]1[CH:46]=[C:47]([C:52]2[N:53]([CH3:58])[C:54]([CH:27]=[O:28])=[N:55][N:56]=2)[CH:48]=[C:49]([F:51])[CH:50]=1. Procedure: The title compound is prepared analogously to the sequence described for 4-(4-ethyl-4H-[1,2,4]triazol-3-yl)-pyridine (example 21), (4-ethyl-5-pyridin-4-yl-4H-[1,2,4]triazol-3-yl)-methanol (example 22), and 4-ethyl-5-pyridin-4-yl-4H-[1,2,4]triazole-3-carbaldehyde (example 23a) by using 5-(3,5-Difluoro-phenyl)-4-methyl-2,4-dihydro-[1,2,4]triazole-3-thione as starting material. Reactants: FC=1C=C(C=CC1)C1=NNC2=CC(=CC=C12)C#N (3-(3-fluorophenyl)-1H-6-indazolecarbonitrile), S(O)(O)(=O)=O (sulfuric acid), C(C)(=O)O (acetic acid), O (water). The solvent is C(C)(=O)OCC (ethyl acetate). Conditions: temperature 110 celsius, time 6 hour. The product is FC=1C=C(C=CC1)C1=NNC2=CC(=CC=C12)C(=O)O (3-(3-Fluorophenyl)-1H-6-indazolecarboxylic acid). As a reaction SMILES: [F:1][C:2]1[CH:3]=[C:4]([C:8]2[C:16]3[C:11](=[CH:12]C(C#N)=[CH:14][CH:15]=3)[NH:10][N:9]=2)[CH:5]=[CH:6][CH:7]=1.[C:19]([OH:22])(=[O:21])[CH3:20].O.S(=O)(=O)(O)O>C(OCC)(=O)C>[F:1][C:2]1[CH:3]=[C:4]([C:8]2[C:16]3[C:11](=[CH:12][C:20]([C:19]([OH:22])=[O:21])=[CH:14][CH:15]=3)[NH:10][N:9]=2)[CH:5]=[CH:6][CH:7]=1. Procedure: To 92 mg of 3-(3-fluorophenyl)-1H-6-indazolecarbonitrile were sequentially added 1 ml of glacial acetic acid, 0.5 ml of water and 0.4 ml of concentrated sulfuric acid, and the mixture was stirred at 110° C. for 6 hours. After standing to cool, 35 ml of ethyl acetate was added to the reaction mixture. The mixture was sequentially washed with water and brine, dried over anhydrous magnesium sulfate and the solvent was evaporated, to give 94 mg of the title compound as bright yellow crystals. Reactants: Nc1ccccc1Br, CC(C)(C)OC(=O)N1CCC(=O)CC1, CC(=O)O[BH-](OC(C)=O)OC(C)=O, CC(=O)O, ClCCCl, [Na+]. Product: CC(C)(C)OC(=O)N1CCC(Nc2ccccc2Br)CC1. As a reaction SMILES: [Br:15][c:16]1[c:17]([NH2:18])[cH:19][cH:20][cH:21][cH:22]1.[C:1]([CH3:2])([CH3:3])([CH3:4])[O:5][C:6](=[O:7])[N:8]1[CH2:9][CH2:10][C:11](=[O:14])[CH2:12][CH2:13]1.[C:27]([O:28][BH-:29]([O:30][C:31](=[O:32])[CH3:33])[O:34][C:35](=[O:36])[CH3:37])(=[O:38])[CH3:39].[CH3:23][C:24](=[O:25])[OH:26].[Cl:41][CH2:42][CH2:43][Cl:44].[Na+:40]>>[C:1]([CH3:2])([CH3:3])([CH3:4])[O:5][C:6](=[O:7])[N:8]1[CH2:9][CH2:10][CH:11]([NH:18][c:17]2[c:16]([Br:15])[cH:22][cH:21][cH:20][cH:19]2)[CH2:12][CH2:13]1. The reactants are C(C1=CC=CC=C1)C1=C(N=C(S1)NC(C1=C(C=CC=C1)OC)=O)C1=CC=C(C=C1)OC (N-[5-benzyl-4-(4-methoxy-phenyl)-thiazol-2-yl]-2-methyoxy-benzamide), B(Br)(Br)Br (boron tribromide). Product: C(C1=CC=CC=C1)C1=C(N=C(S1)NC(C1=C(C=CC=C1)O)=O)C1=CC=C(C=C1)O (N-[5-benzyl-4-(4-hydroxy-phenyl)-thiazol-2-yl]-2-hydroxy-benzamide). Isolated yield 64.4%. As a reaction SMILES: [CH2:1]([C:8]1[S:12][C:11]([NH:13][C:14](=[O:23])[C:15]2[CH:20]=[CH:19][CH:18]=[CH:17][C:16]=2[O:21]C)=[N:10][C:9]=1[C:24]1[CH:29]=[CH:28][C:27]([O:30]C)=[CH:26][CH:25]=1)[C:2]1[CH:7]=[CH:6][CH:5]=[CH:4][CH:3]=1.B(Br)(Br)Br>>[CH2:1]([C:8]1[S:12][C:11]([NH:13][C:14](=[O:23])[C:15]2[CH:20]=[CH:19][CH:18]=[CH:17][C:16]=2[OH:21])=[N:10][C:9]=1[C:24]1[CH:29]=[CH:28][C:27]([OH:30])=[CH:26][CH:25]=1)[C:2]1[CH:7]=[CH:6][CH:5]=[CH:4][CH:3]=1. Procedure details: A procedure similar to that in Example 7 was used. N-[5-benzyl-4-(4-methoxy-phenyl)-thiazol-2-yl]-2-methyoxy-benzamide prepared in Example 36 and boron tribromide were used as starting materials. The obtained crude product was recrystallized with acetone to give a product as a white solid in a yield of 64.4%, mp: 279-280 └. 1H-NMR (DMSO-d6, 400 MHz) δ: 4.19 (2H, s, CH2), 6.85 (2H, d, J=8.40 Hz, ArH), 6.94˜7.02 (2H, m, ArH), 7.22˜7.28 (3H, m, ArH), 7.34 (2H, t, J=7.84 Hz, ArH), 7.42˜7.48 (3H, m, ... Reactants: 27.1, ClC(=O)OCC (ethyl chloroformate), C(C)(=O)OC1(CCN(CC1)C)C(C1=CC=C(C=C1)F)=O (4-acetoxy-4-(p-fluorobenzoyl)-1-methylpiperidine). Run in C1=CC=CC=C1 (benzene). Yields the product Cl.FC1=CC=C(C(=O)C2(CCNCC2)O)C=C1 (4-(p-FLUOROBENZOYL)-4-HYDROXYPIPERIDINE HYDROCHLORIDE). RXN SMILES: C([O:4][C:5]1([C:12](=[O:20])[C:13]2[CH:18]=[CH:17][C:16]([F:19])=[CH:15][CH:14]=2)[CH2:10][CH2:9][N:8](C)[CH2:7][CH2:6]1)(=O)C.[Cl:21]C(OCC)=O>C1C=CC=CC=1>[ClH:21].[F:19][C:16]1[CH:17]=[CH:18][C:13]([C:12]([C:5]2([OH:4])[CH2:10][CH2:9][NH:8][CH2:7][CH2:6]2)=[O:20])=[CH:14][CH:15]=1 |f:3.4|. Procedure: To 27.9 grams (0.1 mole) of 4-acetoxy-4-(p-fluorobenzoyl)-1-methylpiperidine in 200 ml. of benzene was added 27.1 (0.25 mole) of ethyl chloroformate. The mixture was refluxed for 48 hours. The mixture was extracted with H2O, the organic solution was dried (MgSO4) and filtered. The filtrate was concentrated. To the resulting oil was added 250 ml. of 6 Normal HCl and the mixture was refluxed for seventy-two hours. Most of the water was removed under reduced pressure. Ethanol was added and the solu...